Dataset: the Open Reaction Database (ORD), a public repository of structured organic reaction records. Task: describe an organic reaction: reactants, conditions, products, and yield Reactants: N#N (N2), C1=CC=CC=2C(=CC=3C4=C(SC3C12)C=CC=C4)C=O (benzo[b]naphtho[2,1-d-]-thiophene-5-carbaldehyde), NC(CO)(CO)C (2-amino-2-methyl-1,3-propanediol), O.C1(=CC=C(C=C1)S(=O)(=O)O)C (p-toluenesulfonic acid monohydrate), [BH4-].[Na+] (NaBH4). Solvent: O (H2O), O (H2O), C1(=CC=CC=C1)C (PhCH3). Yields the product CS(=O)(=O)OCC(CO)(C)NCC1=CC=2C3=C(SC2C=2C=CC=CC12)C=CC=C3 (2-[(benzo-[b]naphtho[2,1-d]thiophen-5-ylmethyl)amino]-2-methyl-1,3-propanediol methanesulfonate). As a reaction SMILES: N#N.[CH:3]1[C:15]2[C:14]3[S:13][C:12]4[CH:16]=[CH:17][CH:18]=[CH:19][C:11]=4[C:10]=3[CH:9]=[C:8]([CH:20]=O)[C:7]=2[CH:6]=[CH:5][CH:4]=1.[NH2:22][C:23]([CH3:28])([CH2:26][OH:27])[CH2:24][OH:25].O.C1(C)C=C[C:33]([S:36](O)(=[O:38])=[O:37])=CC=1.[BH4-].[Na+]>O.C1(C)C=CC=CC=1>[CH3:33][S:36]([O:25][CH2:24][C:23]([NH:22][CH2:20][C:8]1[C:7]2[CH:6]=[CH:5][CH:4]=[CH:3][C:15]=2[C:14]2[S:13][C:12]3[CH:16]=[CH:17][CH:18]=[CH:19][C:11]=3[C:10]=2[CH:9]=1)([CH3:28])[CH2:26][OH:27])(=[O:38])=[O:37] |f:3.4,5.6|. Reported procedure: To a RB flask equipped with magnetic stirring bar, condenser, thermometer, Dean-Stark trap, and N2 inlet and bubbIer was added benzo[b]naphtho[2,1-d-]-thiophene-5-carbaldehyde (SISA Pharmaceutical Laboratories, Inc., 763 Concord Ave., Cambridge, Mass., 02138, 4.94 g, 18.83 mmol), 2-amino-2-methyl-1,3-propanediol (Aldrich, 1.98 g, 18.83 mmol), p-toluenesulfonic acid monohydrate (Aldrich, 0.1 g) and PhCH3 (200 mL). The mixture was stirred at reflux with removal of H2O for 2.5 h (or until no H2O is...